Dataset: the Open Reaction Database (ORD), a public repository of structured organic reaction records. Task: describe an organic reaction: reactants, conditions, products, and yield The reactants are CC(=O)[O-], CC(O)(CCCl)c1ccccc1-c1ccccc1, [K+], CN(C)C=O. Yields the product CC(=O)OCCC(C)(O)c1ccccc1-c1ccccc1. RXN SMILES: [CH3:20][C:21]([O-:22])=[O:23].[Cl:1][CH2:2][CH2:3][C:4]([CH3:5])([OH:6])[c:7]1[c:8](-[c:13]2[cH:14][cH:15][cH:16][cH:17][cH:18]2)[cH:9][cH:10][cH:11][cH:12]1.[K+:19].[O:24]=[CH:25][N:26]([CH3:27])[CH3:28]>>[CH2:2]([CH2:3][C:4]([CH3:5])([OH:6])[c:7]1[c:8](-[c:13]2[cH:14][cH:15][cH:16][cH:17][cH:18]2)[cH:9][cH:10][cH:11][cH:12]1)[O:23][C:21]([CH3:20])=[O:22].